This data is from the Open Reaction Database (ORD), a public repository of structured organic reaction records. The task is: describe an organic reaction: reactants, conditions, products, and yield The reactants are Ic1ccc2ncnc(Nc3ccc4c(cnn4Cc4ccccc4)c3)c2c1, O=C[O-], [Na+], [Na+], CN(C)C=O, [OH-], c1ccc(P(c2ccccc2)c2ccccc2)cc1. Product: O=C(O)c1ccc2ncnc(Nc3ccc4c(cnn4Cc4ccccc4)c3)c2c1. Reaction SMILES: [CH2:1]([c:2]1[cH:3][cH:4][cH:5][cH:6][cH:7]1)[n:8]1[n:9][cH:10][c:11]2[cH:12][c:13]([NH:17][c:18]3[n:19][cH:20][n:21][c:22]4[cH:23][cH:24][c:25]([I:28])[cH:26][c:27]34)[cH:14][cH:15][c:16]12.[CH:29](=[O:30])[O-:31].[Na+:32].[Na+:53].[O:54]=[CH:55][N:56]([CH3:57])[CH3:58].[OH-:52].[c:33]1([P:34]([c:35]2[cH:36][cH:37][cH:38][cH:39][cH:40]2)[c:41]2[cH:42][cH:43][cH:44][cH:45][cH:46]2)[cH:47][cH:48][cH:49][cH:50][cH:51]1>>[CH2:1]([c:2]1[cH:3][cH:4][cH:5][cH:6][cH:7]1)[n:8]1[n:9][cH:10][c:11]2[cH:12][c:13]([NH:17][c:18]3[n:19][cH:20][n:21][c:22]4[cH:23][cH:24][c:25]([C:29](=[O:30])[OH:31])[cH:26][c:27]34)[cH:14][cH:15][c:16]12.